This data is from the Open Reaction Database (ORD), a public repository of structured organic reaction records. The task is: describe an organic reaction: reactants, conditions, products, and yield The reactants are COC(=O)c1cc(OCC(C)=O)ccc1OC, CO, Cl, [Na+], [OH-]. Yields the product COc1ccc(OCC(C)=O)cc1C(=O)O. Reaction SMILES: [CH3:1][O:2][C:3]([c:4]1[c:5]([O:15][CH3:16])[cH:6][cH:7][c:8]([O:10][CH2:11][C:12]([CH3:13])=[O:14])[cH:9]1)=[O:17].[CH3:21][OH:22].[ClH:20].[Na+:19].[OH-:18]>>[O:2]=[C:3]([c:4]1[c:5]([O:15][CH3:16])[cH:6][cH:7][c:8]([O:10][CH2:11][C:12]([CH3:13])=[O:14])[cH:9]1)[OH:17]. The reactants are Brc1cnc2c(c1)CCN2, CC(C)(C)Nc1ccc(B2OC(C)(C)C(C)(C)O2)cc1N, [K+], [K+], O=C([O-])[O-], CN(C)C=O, O, c1ccc(P(c2ccccc2)(c2ccccc2)[Pd](P(c2ccccc2)(c2ccccc2)c2ccccc2)(P(c2ccccc2)(c2ccccc2)c2ccccc2)P(c2ccccc2)(c2ccccc2)c2ccccc2)cc1. Yields the product CC(C)(C)Nc1ccc(-c2cnc3c(c2)CCN3)cc1N. RXN SMILES: [Br:22][c:23]1[cH:24][c:25]2[c:26]([n:27][cH:28]1)[NH:29][CH2:30][CH2:31]2.[C:1]([CH3:2])([CH3:3])([CH3:4])[NH:5][c:6]1[c:7]([NH2:21])[cH:8][c:9]([B:12]2[O:13][C:14]([CH3:15])([CH3:16])[C:17]([CH3:18])([CH3:19])[O:20]2)[cH:10][cH:11]1.[K+:32].[K+:33].[O-:34][C:35]([O-:36])=[O:37].[O:38]=[CH:39][N:40]([CH3:41])[CH3:42].[OH2:43].[cH:44]1[cH:45][cH:46][c:47]([P:48]([Pd:49]([P:50]([c:51]2[cH:52][cH:53][cH:54][cH:55][cH:56]2)([c:57]2[cH:58][cH:59][cH:60][cH:61][cH:62]2)[c:63]2[cH:64][cH:65][cH:66][cH:67][cH:68]2)([P:69]([c:70]2[cH:71][cH:72][cH:73][cH:74][cH:75]2)([c:76]2[cH:77][cH:78][cH:79][cH:80][cH:81]2)[c:82]2[cH:83][cH:84][cH:85][cH:86][cH:87]2)[P:88]([c:89]2[cH:90][cH:91][cH:92][cH:93][cH:94]2)([c:95]2[cH:96][cH:97][cH:98][cH:99][cH:100]2)[c:101]2[cH:102][cH:103][cH:104][cH:105][cH:106]2)([c:107]2[cH:108][cH:109][cH:110][cH:111][cH:112]2)[c:113]2[cH:114][cH:115][cH:116][cH:117][cH:118]2)[cH:119][cH:120]1>>[C:1]([CH3:2])([CH3:3])([CH3:4])[NH:5][c:6]1[c:7]([NH2:21])[cH:8][c:9](-[c:23]2[cH:24][c:25]3[c:26]([n:27][cH:28]2)[NH:29][CH2:30][CH2:31]3)[cH:10][cH:11]1. Starting materials: C(C1=CC=CC=C1)OC(=O)NCC(=O)NC1C(CCCC1O)O (benzyloxycarbonyl N-(2,6-dihydroxycyclohexyl) glycinamide). The solvent is C(C)O (ethanol), Cl (HCl). Yields the product OC1C(C(CCC1)O)NC(CN)=O (N-(2,6-Dihydroxycyclohexyl)glycinamide). RXN SMILES: C(OC([NH:11][CH2:12][C:13]([NH:15][CH:16]1[CH:21]([OH:22])[CH2:20][CH2:19][CH2:18][CH:17]1[OH:23])=[O:14])=O)C1C=CC=CC=1>C(O)C.Cl>[OH:22][CH:21]1[CH2:20][CH2:19][CH2:18][CH:17]([OH:23])[CH:16]1[NH:15][C:13](=[O:14])[CH2:12][NH2:11]. Procedure details: N-protected benzyloxycarbonyl N-(2,6-dihydroxycyclohexyl) glycinamide (3 g, 0.093 mol) was dissolved in 100 ml of absolute ethanol with a molar equivalent of 10% HCl. Hydrogenolysis with 5% Pd/C at 30 psi, removal of the catalyst over celite, and subsequent evaporation of solvents in vacuo yielded a pale brownish solid which was triturated with ether and recrystallized from ethyl acetate and ether, m.p. 207°-210° C. NMR (D2O) δ, 3.65 (t, 3H, C1H of cyclohexane ring); 3.55 (m, 2H, C2H and C6H of ... Reactants: OC1=CC=C(C(=O)C=2C=C(C=CC2)CC(=O)O)C=C1 (3-[4-Hydroxybenzoyl]-phenylacetic acid), O.C1(=CC=C(C=C1)S(=O)(=O)O)C (p-toluenesulfonic acid monohydrate), methanol-toluene. Reported procedure: A mixture of the acid (8.56 g, 33.4 mmole) of Step E and p-toluenesulfonic acid monohydrate (1.05 g, 5.6 mmole) in methanol (70 mL) is refluxed for 2.5 hours (TLC, methanol-toluene 1:9). The methanol is evaporated and the residue is dissolved in ethyl acetate and washed with brine. After drying (MgSO4) the solvent is removed to yield a tan solid (8.68 g, 96.2%, m.p. 111°-113° C.). The crude product is used as such in the next step. Reaction SMILES: [OH:1][C:2]1[CH:19]=[CH:18][C:5]([C:6]([C:8]2[CH:9]=[C:10]([CH2:14][C:15]([OH:17])=[O:16])[CH:11]=[CH:12][CH:13]=2)=[O:7])=[CH:4][CH:3]=1.O.[C:21]1(C)C=CC(S(O)(=O)=O)=CC=1>CO>[CH3:21][O:16][C:15](=[O:17])[CH2:14][C:10]1[CH:11]=[CH:12][CH:13]=[C:8]([C:6](=[O:7])[C:5]2[CH:4]=[CH:3][C:2]([OH:1])=[CH:19][CH:18]=2)[CH:9]=1 |f:1.2|. Run in CO (methanol). The yield is 573.5%. Product: COC(CC1=CC(=CC=C1)C(C1=CC=C(C=C1)O)=O)=O (3-[4-Hydroxybenzoyl]-phenylacetic acid methylester). Reactants: O=C([O-])[O-], CN(C)C=O, Cc1cccc(CCl)c1, [K+], [K+], On1nnc2ccc(Cn3ccnc3)cc21. The product is Cc1cccc(COn2nnc3ccc(Cn4ccnc4)cc32)c1. RXN SMILES: [C:17](=[O:18])([O-:19])[O-:20].[CH3:32][N:33]([CH3:34])[CH:35]=[O:36].[Cl:23][CH2:24][c:25]1[cH:26][c:27]([CH3:31])[cH:28][cH:29][cH:30]1.[K+:21].[K+:22].[n:1]1([CH2:6][c:7]2[cH:8][cH:9][c:10]3[c:11]([n:12]([OH:15])[n:13][n:14]3)[cH:16]2)[cH:2][n:3][cH:4][cH:5]1>>[n:1]1([CH2:6][c:7]2[cH:8][cH:9][c:10]3[c:11]([n:12]([O:15][CH2:24][c:25]4[cH:26][c:27]([CH3:31])[cH:28][cH:29][cH:30]4)[n:13][n:14]3)[cH:16]2)[cH:2][n:3][cH:4][cH:5]1. Starting materials: C1CCOC1, COC(=O)c1cn2nc(-c3ccco3)nc2c(N)n1, CO, [Li+], [OH-]. Product: Nc1nc(C(=O)O)cn2nc(-c3ccco3)nc12. Reaction SMILES: [CH2:24]1[O:25][CH2:26][CH2:27][CH2:28]1.[CH3:1][O:2][C:3](=[O:4])[c:5]1[n:6][c:7]([NH2:19])[c:8]2[n:9]([cH:10]1)[n:11][c:12](-[c:14]1[o:15][cH:16][cH:17][cH:18]1)[n:13]2.[CH3:22][OH:23].[Li+:21].[OH-:20]>>[O:2]=[C:3]([OH:4])[c:5]1[n:6][c:7]([NH2:19])[c:8]2[n:9]([cH:10]1)[n:11][c:12](-[c:14]1[o:15][cH:16][cH:17][cH:18]1)[n:13]2.